This data is from the Open Reaction Database (ORD), a public repository of structured organic reaction records. The task is: describe an organic reaction: reactants, conditions, products, and yield Starting materials: Cl (hydrochloric acid), FC1=CC=C(C=C1)S(=O)(=O)NCC(=O)O ((4-fluoro-benzenesulfonyl-amino)-acetic acid), C1(=CC=CC=C1)C1CCNCC1 (4-phenyl-piperidine), C([O-])([O-])=O.[K+].[K+] (potassium carbonate). The solvent is CS(=O)C (dimethyl sulfoxide), CO (methanol). Conditions: time 21 hour. Yields the product C1(=CC=CC=C1)C1CCN(CC1)C1=CC=C(C=C1)S(=O)(=O)NCC(=O)O ([4-(4-Phenyl-piperidin-1-yl)benzenesulfonyl-amino]-acetic acid). RXN SMILES: F[C:2]1[CH:7]=[CH:6][C:5]([S:8]([NH:11][CH2:12][C:13]([OH:15])=[O:14])(=[O:10])=[O:9])=[CH:4][CH:3]=1.[C:16]1([CH:22]2[CH2:27][CH2:26][NH:25][CH2:24][CH2:23]2)[CH:21]=[CH:20][CH:19]=[CH:18][CH:17]=1.C(=O)([O-])[O-].[K+].[K+].Cl>CS(C)=O.CO>[C:16]1([CH:22]2[CH2:23][CH2:24][N:25]([C:2]3[CH:7]=[CH:6][C:5]([S:8]([NH:11][CH2:12][C:13]([OH:15])=[O:14])(=[O:10])=[O:9])=[CH:4][CH:3]=3)[CH2:26][CH2:27]2)[CH:21]=[CH:20][CH:19]=[CH:18][CH:17]=1 |f:2.3.4|. Reported procedure: A stirred mixture of (4-fluoro-benzenesulfonyl-amino)-acetic acid (0.0895 g, 0.000384 mol), 4-phenyl-piperidine (0.618 g, 0.000383 mol), and potassium carbonate (0.109 g, 0.000789 mol) in dry dimethyl sulfoxide (0.10 mL) in a tightly capped vial was placed in a hot sand bath (115° C.). After 21 hours, the reaction mixture was cooled and partitioned between ethyl acetate and water. The mixture was acidified with 1M hydrochloric acid (3.2 mL, 0.0032 mol) and the layers were separated. The aqueous ... Starting materials: CCCCCCCCCCCCCCCC(=O)OC(CCCCCCCCCCCCCCC)CC(=O)OC(C)(C)C, O=C(O)C(F)(F)F. Yields the product CCCCCCCCCCCCCCCC(=O)OC(CCCCCCCCCCCCCCC)CC(=O)O. Reaction SMILES: [C:1]([CH2:2][CH2:3][CH2:4][CH2:5][CH2:6][CH2:7][CH2:8][CH2:9][CH2:10][CH2:11][CH2:12][CH2:13][CH2:14][CH2:15][CH3:16])(=[O:17])[O:18][CH:19]([CH2:20][C:21](=[O:22])[O:23][C:24]([CH3:25])([CH3:26])[CH3:27])[CH2:28][CH2:29][CH2:30][CH2:31][CH2:32][CH2:33][CH2:34][CH2:35][CH2:36][CH2:37][CH2:38][CH2:39][CH2:40][CH2:41][CH3:42].[OH:43][C:44]([C:45]([F:46])([F:47])[F:48])=[O:49]>>[C:1]([CH2:2][CH2:3][CH2:4][CH2:5][CH2:6][CH2:7][CH2:8][CH2:9][CH2:10][CH2:11][CH2:12][CH2:13][CH2:14][CH2:15][CH3:16])(=[O:17])[O:18][CH:19]([CH2:20][C:21](=[O:22])[OH:23])[CH2:28][CH2:29][CH2:30][CH2:31][CH2:32][CH2:33][CH2:34][CH2:35][CH2:36][CH2:37][CH2:38][CH2:39][CH2:40][CH2:41][CH3:42]. Reaction SMILES: [Br:1][N:2]1[C:3](=[O:4])[CH2:5][CH2:6][C:7]1=[O:8].[CH3:38][N:39]([CH3:40])[CH:41]=[O:42].[Cl:35][CH2:36][Cl:37].[N:9]1([c:18]2[c:19]([NH:25][C:26](=[O:27])[N:28]3[CH2:29][CH2:30][N:31]([CH3:34])[CH2:32][CH2:33]3)[cH:20][c:21]([Br:24])[cH:22][cH:23]2)[CH2:10][CH2:11][c:12]2[cH:13][cH:14][cH:15][cH:16][c:17]21>>[Br:1][c:14]1[cH:13][c:12]2[c:17]([cH:16][cH:15]1)[N:9]([c:18]1[c:19]([NH:25][C:26](=[O:27])[N:28]3[CH2:29][CH2:30][N:31]([CH3:34])[CH2:32][CH2:33]3)[cH:20][c:21]([Br:24])[cH:22][cH:23]1)[CH2:10][CH2:11]2. Starting materials: O=C1CCC(=O)N1Br, CN(C)C=O, ClCCl, CN1CCN(C(=O)Nc2cc(Br)ccc2N2CCc3ccccc32)CC1. The product is CN1CCN(C(=O)Nc2cc(Br)ccc2N2CCc3cc(Br)ccc32)CC1. The reactants are C(C)[C@]12CCC(C=C2CCC2=CC(=CC=C12)OC)=O ((4aR)-4a-ethyl-7-methoxy-4,4a,9,10-tetrahydro-3H-phenanthren-2-one), 1c, COC=1C=C2CCC(CC2=CC1)=O (6-methoxy-2-tetralone), C(C=C)Br (allyl bromide). Run in 1a. Product: C(C=C)[C@@]12CCC(C=C2CCC2=CC(=CC=C12)OC)=O ((4aR)-4a-allyl-7-methoxy-4,4a,9,10-tetrahydro-3H-phenanthren-2-one). Reaction SMILES: [CH3:1]OC1C=C2C(=CC=1)CC(=O)CC2.C(Br)C=C.[CH2:18]([C@:20]12[C:33]3[C:28](=[CH:29][C:30]([O:34][CH3:35])=[CH:31][CH:32]=3)[CH2:27][CH2:26][C:25]1=[CH:24][C:23](=[O:36])[CH2:22][CH2:21]2)[CH3:19]>>[CH2:18]([C@@:20]12[C:33]3[C:28](=[CH:29][C:30]([O:34][CH3:35])=[CH:31][CH:32]=3)[CH2:27][CH2:26][C:25]1=[CH:24][C:23](=[O:36])[CH2:22][CH2:21]2)[CH:19]=[CH2:1]. Procedure: (4aR)-4a-allyl-7-methoxy-4,4a,9,10-tetrahydro-3H-phenanthren-2-one was prepared in three steps from 6-methoxy-2-tetralone and allyl bromide in a manner analogous to that described for the synthesis of (4aR)-4a-ethyl-7-methoxy-4,4a,9,10-tetrahydro-3H-phenanthren-2-one in Preparations 1a to 1c. Starting materials: C1CCCCC1, CNCCCN, CC(C)C=O, O. Product: CC(C)C1NCCCN1C. RXN SMILES: [CH2:12]1[CH2:13][CH2:14][CH2:15][CH2:16][CH2:17]1.[CH3:1][NH:2][CH2:3][CH2:4][CH2:5][NH2:6].[CH:7]([CH:8]([CH3:9])[CH3:10])=[O:11].[OH2:18]>>[CH3:1][N:2]1[CH2:3][CH2:4][CH2:5][NH:6][CH:7]1[CH:8]([CH3:9])[CH3:10]. Starting materials: Lithium hexamethyldisilylazide, C(C)OC(CC1CCN(CC1)C(=O)OCC1=CC=CC=C1)=O (benzyl 4-(2-ethoxy-2-oxoethyl)piperidine-1-carboxylate), BrCC(=C)C (3-bromo-2-methylprop-1-ene). Run in O1CCCC1 (tetrahydrofuran). Conditions: time 40 minute. The product is C(C)OC(=O)C(CC(=C)C)C1CCN(CC1)C(=O)OCC1=CC=CC=C1 (Benzyl 4-[1-(ethoxycarbonyl)-3-methylbut-3-en-1-yl]piperidine-1-carboxylate). The yield is 48.9%. RXN SMILES: [CH2:1]([O:3][C:4](=[O:22])[CH2:5][CH:6]1[CH2:11][CH2:10][N:9]([C:12]([O:14][CH2:15][C:16]2[CH:21]=[CH:20][CH:19]=[CH:18][CH:17]=2)=[O:13])[CH2:8][CH2:7]1)[CH3:2].Br[CH2:24][C:25]([CH3:27])=[CH2:26]>O1CCCC1>[CH2:1]([O:3][C:4]([CH:5]([CH:6]1[CH2:11][CH2:10][N:9]([C:12]([O:14][CH2:15][C:16]2[CH:17]=[CH:18][CH:19]=[CH:20][CH:21]=2)=[O:13])[CH2:8][CH2:7]1)[CH2:26][C:25]([CH3:27])=[CH2:24])=[O:22])[CH3:2]. Reported procedure: Lithium hexamethyldisilylazide (1.0 M in THF; 18.0 mL, 18.0 mmol) was added to a solution of benzyl 4-(2-ethoxy-2-oxoethyl)piperidine-1-carboxylate (5.0 g, 16.4 mmol) in tetrahydrofuran (90 mL) at −78° C. After 40 min, 3-bromo-2-methylprop-1-ene (1.81 mL, 18.0 mmol) was added and the reaction mixture was allowed to warm to ambient temperature. After 16 h, the reaction was quenched by the addition of saturated aqueous ammonium chloride and extracted with ethyl acetate (2×). The combined organic l... Reactants: C, CCO, [Pd], OCCCCC#Cc1ccsc1. Product: OCCCCCCc1ccsc1. Reaction SMILES: [C:16].[CH3:13][CH2:14][OH:15].[Pd:17].[s:1]1[cH:2][c:3]([C:6]#[C:7][CH2:8][CH2:9][CH2:10][CH2:11][OH:12])[cH:4][cH:5]1>>[s:1]1[cH:2][c:3]([CH2:6][CH2:7][CH2:8][CH2:9][CH2:10][CH2:11][OH:12])[cH:4][cH:5]1.